Task: describe an organic reaction: reactants, conditions, products, and yield. Dataset: the Open Reaction Database (ORD), a public repository of structured organic reaction records Starting materials: O=C=NC1CC1, NNC(=O)c1ccccc1Cl, C1CCOC1. The product is O=C(NNC(=O)c1ccccc1Cl)NC1CC1. RXN SMILES: [CH:12]1([N:15]=[C:16]=[O:17])[CH2:13][CH2:14]1.[Cl:1][c:2]1[c:3]([C:4](=[O:5])[NH:6][NH2:7])[cH:8][cH:9][cH:10][cH:11]1.[O:18]1[CH2:19][CH2:20][CH2:21][CH2:22]1>>[Cl:1][c:2]1[c:3]([C:4](=[O:5])[NH:6][NH:7][C:16]([NH:15][CH:12]2[CH2:13][CH2:14]2)=[O:17])[cH:8][cH:9][cH:10][cH:11]1. The reactants are BrC1(C(NC2=NC=CC(=C21)Cl)=O)Br (3,3-dibromo-4-chloro-1,3-dihydro-pyrrolo[2,3-b]pyridin-2-one), C(C)(=O)O (acetic acid), CO (methanol). Reagents/catalysts: [Zn] (zinc). Solvent: [Cl-].[Na+].O (brine). Reaction conditions: time 2 hour. The product is ClC1=C2C(=NC=C1)NC(C2)=O (4-chloro-1,3-dihydro-pyrrolo[2,3-b]pyridin-2-one). Yield: 77.4%. RXN SMILES: Br[C:2]1(Br)[C:10]2[C:5](=[N:6][CH:7]=[CH:8][C:9]=2[Cl:11])[NH:4][C:3]1=[O:12].C(O)(=O)C.CO>[Cl-].[Na+].O.[Zn]>[Cl:11][C:9]1[CH:8]=[CH:7][N:6]=[C:5]2[NH:4][C:3](=[O:12])[CH2:2][C:10]=12 |f:3.4.5|. Reported procedure: A mixture of 3,3-dibromo-4-chloro-1,3-dihydro-pyrrolo[2,3-b]pyridin-2-one (0.745 g, 2.3 mmol), zinc dust (1.49 g, 23 mmol), acetic acid (10 mL) and methanol (10 mL) was stirred at room temperature for 2 hours. The reaction mixture was then diluted with brine and extracted with ethyl acetate. The organic layer was further washed with brine, dried over anhydrous sodium sulfate, concentrated and dried in a vacuum oven to give 0.3 g (78%) of 4-chloro-1,3-dihydro-pyrrolo[2,3-b]pyridin-2-one as a tan ... Reactants: CCOP(=O)(Cc1csc(CC)n1)OCC, COCOc1nn(-c2ccccc2)cc1C=O, [H-], [Na+], C1CCOC1, O. Product: CCc1nc(C=Cc2cn(-c3ccccc3)nc2OCOC)cs1. Reaction SMILES: [CH2:1]([CH3:2])[c:3]1[s:4][cH:5][c:6]([CH2:8][P:9](=[O:10])([O:11][CH2:12][CH3:13])[O:14][CH2:15][CH3:16])[n:7]1.[CH3:19][O:20][CH2:21][O:22][c:23]1[n:24][n:25](-[c:30]2[cH:31][cH:32][cH:33][cH:34][cH:35]2)[cH:26][c:27]1[CH:28]=[O:29].[H-:17].[Na+:18].[O:37]1[CH2:38][CH2:39][CH2:40][CH2:41]1.[OH2:36]>>[CH2:1]([CH3:2])[c:3]1[s:4][cH:5][c:6]([CH:8]=[CH:28][c:27]2[c:23]([O:22][CH2:21][O:20][CH3:19])[n:24][n:25](-[c:30]3[cH:31][cH:32][cH:33][cH:34][cH:35]3)[cH:26]2)[n:7]1. The reactants are Cl.C1(CC1)C1NCCS(C1)(=O)=O (3-cyclopropylthiomorpholine 1,1-dioxide hydrochloride), C(=O)(O)[O-].[Na+] (NaHCO3). The solvent is CCOC(=O)C (EtOAc). Run at time 15 minute. Yields the product C1(CC1)C1NCCS(C1)(=O)=O (3-cyclopropylthiomorpholine 1,1-dioxide). Yield: 96.7%. As a reaction SMILES: Cl.[CH:2]1([CH:5]2[CH2:10][S:9](=[O:12])(=[O:11])[CH2:8][CH2:7][NH:6]2)[CH2:4][CH2:3]1.C([O-])(O)=O.[Na+]>CCOC(C)=O>[CH:2]1([CH:5]2[CH2:10][S:9](=[O:11])(=[O:12])[CH2:8][CH2:7][NH:6]2)[CH2:4][CH2:3]1 |f:0.1,2.3|. Procedure details: A 100 mL round-bottomed flask was charged with 3-cyclopropylthiomorpholine 1,1-dioxide hydrochloride (1.00 g, 4.72 mmol) and 10 mL of EtOAc. To this was added 15 mL of saturated aqueous NaHCO3. After stirring at room temperature for 15 min, the layers were separated. The organics were dried (MgSO4), filtered, and concentrated to give 3-cyclopropylthiomorpholine 1,1-dioxide (0.800 g) as a colorless oil. Reactants: C(C1=CC=CC=C1)[C@@H]1N(C(OC1)=O)C([C@H]([C@H](O)C1=CC=C(C=C1)C1=CC(=CC=C1)CN(C(C1=CC=CC=C1)=O)C)OCC)=O (N-{4′-[(1R,2S)-3-((S)-4-benzyl-2-oxooxazolidin-3-yl)-2-ethoxy-1-hydroxy-3-oxopropyl]biphenyl-3-ylmethyl}-N-methylbenzamide), B(F)(F)F.CCOCC (boron trifluoride etherate), ClCCl (dichloromethane), C[SiH](C)C (trimethylsilyl hydride). Run in O (water). Run at temperature 50 celsius, time 1 hour. The product is C(C1=CC=CC=C1)[C@@H]1N(C(OC1)=O)C([C@H](CC1=CC=C(C=C1)C1=CC(=CC=C1)CN(C(C1=CC=CC=C1)=O)C)OCC)=O (N-{4′-[(S)-3-((S)-4-Benzyl-2-oxooxazolidin-3-yl)-2-ethoxy-3-oxopropyl]biphenyl-3-ylmethyl}-N-methylbenzamide). Yield: 75.9%. As a reaction SMILES: B(F)(F)F.CCOCC.ClCCl.C[SiH](C)C.[CH2:17]([C@H:24]1[CH2:28][O:27][C:26](=[O:29])[N:25]1[C:30](=[O:60])[C@@H:31]([O:57][CH2:58][CH3:59])[C@@H:32]([C:34]1[CH:39]=[CH:38][C:37]([C:40]2[CH:45]=[CH:44][CH:43]=[C:42]([CH2:46][N:47]([CH3:56])[C:48](=[O:55])[C:49]3[CH:54]=[CH:53][CH:52]=[CH:51][CH:50]=3)[CH:41]=2)=[CH:36][CH:35]=1)O)[C:18]1[CH:23]=[CH:22][CH:21]=[CH:20][CH:19]=1>O>[CH2:17]([C@H:24]1[CH2:28][O:27][C:26](=[O:29])[N:25]1[C:30](=[O:60])[C@@H:31]([O:57][CH2:58][CH3:59])[CH2:32][C:34]1[CH:39]=[CH:38][C:37]([C:40]2[CH:45]=[CH:44][CH:43]=[C:42]([CH2:46][N:47]([CH3:56])[C:48](=[O:55])[C:49]3[CH:54]=[CH:53][CH:52]=[CH:51][CH:50]=3)[CH:41]=2)=[CH:36][CH:35]=1)[C:18]1[CH:23]=[CH:22][CH:21]=[CH:20][CH:19]=1 |f:0.1|. Reported procedure: 320 μl (2.6 mmol) of boron trifluoride etherate and 5 ml of dichloromethane are introduced into a three-necked flask under a stream of nitrogen. At 0° C., 800 μl (5 mmol) of trimethylsilyl hydride are added dropwise, followed by portionwise addition of 380 mg (0.64 mmol) of N-{4′-[(1R,2S)-3-((S)-4-benzyl-2-oxooxazolidin-3-yl)-2-ethoxy-1-hydroxy-3-oxopropyl]biphenyl-3-ylmethyl}-N-methylbenzamide. After one hour at room temperature, the mixture is heated at 50° C. for 20 hours. The reaction medium... Reactants: BrC=1C=CC(=C(CN(CC2=CC=C(C=C2)C(=O)O)C2=CC=C(C(=O)OC(C)(C)C)C=C2)C1)OCC1=CC=CC=C1 (tert-Butyl 4-[N-(5-bromo-2-benzyloxybenzyl)-N-(4-carboxybenzyl)-amino]benzoate). Run in C(=O)O (formic acid). Run at time 18 hour. Yields the product BrC=1C=CC(=C(CN(CC2=CC=C(C=C2)C(=O)O)C2=CC=C(C(=O)O)C=C2)C1)OCC1=CC=CC=C1 (4-[N-(5-Bromo-2-benzyloxybenzyl)-N-(4-carboxybenzyl)amino]benzoic acid). The yield is 75.0%. RXN SMILES: [Br:1][C:2]1[CH:3]=[CH:4][C:5]([O:33][CH2:34][C:35]2[CH:40]=[CH:39][CH:38]=[CH:37][CH:36]=2)=[C:6]([CH:32]=1)[CH2:7][N:8]([C:19]1[CH:31]=[CH:30][C:22]([C:23]([O:25]C(C)(C)C)=[O:24])=[CH:21][CH:20]=1)[CH2:9][C:10]1[CH:15]=[CH:14][C:13]([C:16]([OH:18])=[O:17])=[CH:12][CH:11]=1>C(O)=O>[Br:1][C:2]1[CH:3]=[CH:4][C:5]([O:33][CH2:34][C:35]2[CH:36]=[CH:37][CH:38]=[CH:39][CH:40]=2)=[C:6]([CH:32]=1)[CH2:7][N:8]([C:19]1[CH:31]=[CH:30][C:22]([C:23]([OH:25])=[O:24])=[CH:21][CH:20]=1)[CH2:9][C:10]1[CH:15]=[CH:14][C:13]([C:16]([OH:18])=[O:17])=[CH:12][CH:11]=1. Reported procedure: tert-Butyl 4-[N-(5-bromo-2-benzyloxybenzyl)-N-(4-carboxybenzyl)-amino]benzoate (example 3) (500 mg) was suspended in formic acid (2 ml) and heated on a steam bath until a clear solution was obtained. This solution was left at ambient temperature for 18 hours and the resulting solid filtered, washed with formic acid (2×1 ml) and dried under vacuum at 60° C. to give the title product (340 mg) m.p. 271° C. Reagents/catalysts: [O-2].[O-2].[Mn+4] (manganese dioxide). Product: C(C)C(CC)N1C=CC=2C(=NC=3C(=CC=NC3C21)C2=C(C=C(C=C2C)C)C)C (1-(1-ethylpropyl)-6-mesityl-4-methyl-1H-pyrrolo[3,2-c][1,5]naphthyridine). Reaction SMILES: [CH2:1]([CH:3]([N:6]1[C:18]2[C:17]3[N:16]=[CH:15][CH:14]=[C:13]([C:19]4[C:24]([CH3:25])=[CH:23][C:22]([CH3:26])=[CH:21][C:20]=4[CH3:27])[C:12]=3[N:11]=[C:10]([CH3:28])[C:9]=2[CH2:8][CH2:7]1)[CH2:4][CH3:5])[CH3:2]>C1(C)C=CC=CC=1.[O-2].[O-2].[Mn+4]>[CH2:1]([CH:3]([N:6]1[C:18]2[C:17]3[N:16]=[CH:15][CH:14]=[C:13]([C:19]4[C:24]([CH3:25])=[CH:23][C:22]([CH3:26])=[CH:21][C:20]=4[CH3:27])[C:12]=3[N:11]=[C:10]([CH3:28])[C:9]=2[CH:8]=[CH:7]1)[CH2:4][CH3:5])[CH3:2] |f:2.3.4|. Solvent: C1(=CC=CC=C1)C (toluene). Yield: 78.3%. Procedure details: Activated manganese dioxide (47 mg, 0.54 mmol) was added to a solution of 1-(1-ethylpropyl)-6-mesityl-4-methyl-2,3-dihydro-1H-pyrrolo(3,2-c][1,5]naphthyridine (40 mg, 0.11 mmol) in toluene (4.0 mL) and the mixture was heated under reflux for one day. After filtering through Celite, the mixture was evaporated. The residue was purified by silica gel column chromatography (10% ethyl acetate/hexane), to give the title compound (32 mg) as white crystals. Reactants: C(C)C(CC)N1CCC=2C(=NC=3C(=CC=NC3C21)C2=C(C=C(C=C2C)C)C)C (1-(1-ethylpropyl)-6-mesityl-4-methyl-2,3-dihydro-1H-pyrrolo(3,2-c][1,5]naphthyridine). Reaction SMILES: [CH3:1][C:2]1[CH:3]=[C:4]2[C:9](=[O:10])[O:8][C:6](=[O:7])[C:5]2=[CH:11][CH:12]=1.C=CC(=C)C.C1(=O)OC(=O)C=C1>>[CH3:1][C:2]1[CH2:3][CH:4]2[C:9](=[O:10])[O:8][C:6](=[O:7])[CH:5]2[CH2:11][CH:12]=1. The reactants are CC=1C=C2C(C(=O)OC2=O)=CC1 (4-methylphthalic anhydride), C=CC(C)=C (isoprene), C1(\C=C/C(=O)O1)=O (maleic anhydride). The product is CC=1CC2C(C(=O)OC2=O)CC1 (4-methyl-1,2,3,6-tetrahydrophthalic anhydride). Procedure details: In a preferred mode of the process of this invention, 4-methylphthalic anhydride (4-MPA) is prepared. This preparation comprises reacting isoprene and maleic anhydride to form 4-methyl-1,2,3,6-tetrahydrophthalic anhydride (4-MTPA), then reacting this product with sulfuryl chloride in the presence of pyridine to form 4-MPA. Reactants: C(CCC)[Li] (n-butyl lithium), CON(C(=O)N(C)OC)C (N,N′-dimethoxy-N,N′-dimethyl urea), Cl (HCl), ClC=1C(=C(C=CC1)OC)F (3-Chloro-2-fluoroanisole). The solvent is CCCCCC (hexane), C1CCOC1 (THF), C1CCOC1 (THF). Reaction conditions: temperature -70 celsius. Yields the product ClC1=C(C(=C(C(=O)N(C)OC)C=C1)OC)F (4-chloro-3-fluoro-2, N-dimethoxy-N-methylbenzamid). The yield is 38.4%. RXN SMILES: [Cl:1][C:2]1[C:3]([F:10])=[C:4]([O:8][CH3:9])[CH:5]=[CH:6][CH:7]=1.C([Li])CCC.[CH3:16][O:17][N:18]([CH3:25])[C:19](N(OC)C)=[O:20].Cl>C1COCC1.CCCCCC>[Cl:1][C:2]1[CH:7]=[CH:6][C:5]([C:19]([N:18]([O:17][CH3:16])[CH3:25])=[O:20])=[C:4]([O:8][CH3:9])[C:3]=1[F:10]. Procedure: 1 g (6.2 mmol) 3-Chloro-2-fluoroanisole in 10 ml THF are cooled to −70° C. and 2.7 ml of a 2.5 M n-butyl lithium solution in hexane are added. After 1.5 hours at −70° 1 g (6.9 mmol) N,N′-dimethoxy-N,N′-dimethyl urea in 6 ml THF are added at −70° C. and the mixture is stirred another hour at −70° C. 7.5 ml of a 2 M aqueous HCl are added and the reaction is warmed to ambient temperature over 18 hours. The reaction mixture is partitioned between diethyl ether and water. The aqueous phase is extract... Reactants: [Al+3], CCOC(C)=O, [H-], [H-], [H-], [H-], [Li+], C1CCOC1, O=C(Cc1ccccc1)c1ccc[nH]1. The product is c1ccc(CCc2ccc[nH]2)cc1. RXN SMILES: [Al+3:16].[CH3:21][CH2:22][O:23][C:24](=[O:25])[CH3:26].[H-:15].[H-:18].[H-:19].[H-:20].[Li+:17].[O:27]1[CH2:28][CH2:29][CH2:30][CH2:31]1.[c:1]1([CH2:7][C:8](=[O:9])[c:10]2[nH:11][cH:12][cH:13][cH:14]2)[cH:2][cH:3][cH:4][cH:5][cH:6]1>>[c:1]1([CH2:7][CH2:8][c:10]2[nH:11][cH:12][cH:13][cH:14]2)[cH:2][cH:3][cH:4][cH:5][cH:6]1.